From a dataset of the Open Reaction Database (ORD), a public repository of structured organic reaction records. describe an organic reaction: reactants, conditions, products, and yield Starting materials: Cl (HCl), C1(=CC=CC=C1)P(=O)(C1=CC=CC=C1)CC=O ((diphenyl-phosphinoyl)-acetaldehyde), [OH-].[Na+] (sodium hydroxide), example 1d, Cl.NO (hydroxylamine hydrochloride). Solvent: O (water), C(C)O (ethanol). Reaction conditions: time 8 hour. Product: C1(=CC=CC=C1)P(=O)(C1=CC=CC=C1)C\C=N/O ((Z)-(diphenyl-phosphinoyl)-acetaldehyde oxime). The yield is 98.0%. RXN SMILES: [C:1]1([P:7]([CH2:15][CH:16]=O)([C:9]2[CH:14]=[CH:13][CH:12]=[CH:11][CH:10]=2)=[O:8])[CH:6]=[CH:5][CH:4]=[CH:3][CH:2]=1.Cl.[NH2:19][OH:20].[OH-].[Na+].Cl>C(O)C.O>[C:1]1([P:7]([CH2:15]/[CH:16]=[N:19]\[OH:20])([C:9]2[CH:14]=[CH:13][CH:12]=[CH:11][CH:10]=2)=[O:8])[CH:6]=[CH:5][CH:4]=[CH:3][CH:2]=1 |f:1.2,3.4|. Procedure details: To a suspension of (diphenyl-phosphinoyl)-acetaldehyde example 1d (2.4 g, 9.0 mmol) and hydroxylamine hydrochloride (0.68 g, 10.0 mmol) in ethanol (50 mL) and water (100 mL) was added at 0° C. an aqueous solution of sodium hydroxide (50%, 5 mL) added dropwise within a 10 min period. After stirring at room temperature overnight, the resulting mixture was acidified with HCl (4 N). The mixture was then extracted with dichloromethane and the combined organic layers were then washed with water and br... Starting materials: Oc1cc(F)c(Br)cc1F, CC(=O)[O-], ClCCl, OB(O)c1ccccc1. Product: Fc1cc(Oc2ccccc2)c(F)cc1Br. Reaction SMILES: [Br:1][c:2]1[cH:3][c:4]([F:10])[c:5]([OH:9])[cH:6][c:7]1[F:8].[CH3:20][C:21](=[O:22])[O-:23].[Cl:24][CH2:25][Cl:26].[OH:11][B:12]([OH:13])[c:14]1[cH:15][cH:16][cH:17][cH:18][cH:19]1>>[Br:1][c:2]1[cH:3][c:4]([F:10])[c:5]([O:9][c:14]2[cH:15][cH:16][cH:17][cH:18][cH:19]2)[cH:6][c:7]1[F:8]. Reactants: C1(CCCCC1)N=C=NC1CCCCC1 (1,3-Dicyclohexylcarbodiimide), C(C1=CN=CC=C1)(=O)O (nicotinic acid), C(CCCC\C=C/C\C=C/C\C=C/CCCCC)O (z,z,z-octadeca-6,9,12-trienol). Reagents/catalysts: CN(C)C1=CC=NC=C1 (4-(N,N-dimethylamino)pyridine). Run in C(Cl)Cl (methylene chloride), C(Cl)Cl (methylene chloride). Product: C(C1=CN=CC=C1)(=O)OCCCCC\C=C/C\C=C/C\C=C/CCCCC (z,z,z-octadeca-6,9,12-trienyl nicotinate). Yield: 91.0%. Reaction SMILES: C1(N=C=NC2CCCCC2)CCCCC1.[C:16]([OH:24])(=[O:23])[C:17]1[CH:22]=[CH:21][CH:20]=[N:19][CH:18]=1.[CH2:25](O)[CH2:26][CH2:27][CH2:28][CH2:29]/[CH:30]=[CH:31]\[CH2:32]/[CH:33]=[CH:34]\[CH2:35]/[CH:36]=[CH:37]\[CH2:38][CH2:39][CH2:40][CH2:41][CH3:42]>CN(C1C=CN=CC=1)C.C(Cl)Cl>[C:16]([O:24][CH2:42][CH2:41][CH2:40][CH2:39][CH2:38]/[CH:37]=[CH:36]\[CH2:35]/[CH:34]=[CH:33]\[CH2:32]/[CH:31]=[CH:30]\[CH2:29][CH2:28][CH2:27][CH2:26][CH3:25])(=[O:23])[C:17]1[CH:22]=[CH:21][CH:20]=[N:19][CH:18]=1. Procedure: 1,3-Dicyclohexylcarbodiimide (97 g, 0.49 mol) and 4-(N,N-dimethylamino)pyridine (65 g, 0.53 mol) in methylene chloride (800 ml) were added with stirring to a solution of nicotinic acid (60 g, 0.49 mol) and z,z,z-octadeca-6,9,12-trienol (107 g, 0.41 mol) in methylene chloride (1200 ml). The progress of the reaction was monitored by tlc. On completion, the reaction mixture was filtered and the organic layer washed with 2M hydrochloric acid (500 ml) and water (3×500 ml), dried with magnesium sulpha... The reactants are Cl.C(=N)(C1=CC=C(N(CCO)CCO)C=C1)C1=CC=C(N(CCO)CCO)C=C1 (4,4'-Imidocarbonylbis[N,N-bis(2-hydroxyethyl)aniline] Hydrochloride), [OH-].[NH4+] (ammonium hydroxide), C(C)O (ethyl alcohol), C=1C=CC2=C(C1)C(=O)OC2(C=3C=CC(=CC3)O)C=4C=CC(=CC4)O (phenolphthalein). The solvent is O (water). The product is C(=N)(C1=CC=C(N(CCO)CCO)C=C1)C1=CC=C(N(CCO)CCO)C=C1 (4,4'-Imidocarbonylbis[N,N-bis(2-hydroxyethyl)aniline]). Yield: 65.9%. Reaction SMILES: Cl.[C:2]([C:17]1[CH:29]=[CH:28][C:20]([N:21]([CH2:25][CH2:26][OH:27])[CH2:22][CH2:23][OH:24])=[CH:19][CH:18]=1)([C:4]1[CH:16]=[CH:15][C:7]([N:8]([CH2:12][CH2:13][OH:14])[CH2:9][CH2:10][OH:11])=[CH:6][CH:5]=1)=[NH:3].C(O)C.C1C=CC2C(C3C=CC(O)=CC=3)(C3C=CC(O)=CC=3)OC(=O)C=2C=1.[OH-].[NH4+]>O>[C:2]([C:17]1[CH:29]=[CH:28][C:20]([N:21]([CH2:25][CH2:26][OH:27])[CH2:22][CH2:23][OH:24])=[CH:19][CH:18]=1)([C:4]1[CH:16]=[CH:15][C:7]([N:8]([CH2:12][CH2:13][OH:14])[CH2:9][CH2:10][OH:11])=[CH:6][CH:5]=1)=[NH:3] |f:0.1,4.5|. Reported procedure: A solution of 80 grams (0.188 mole) of the product of Example 1 is dissolved in 2400 mls. of ethyl alcohol and made alkaline to phenolphthalein indicator paper by adding concentrated ammonium hydroxide thereto. The solution is cooled in an ice bath and diluted with 1200 mls. of ice (5° C.) water. The resulting precipitate is separated by filtration and dried in a vacuum oven to obtain 48 grams of product. This free base is believed to be a new compound and is claimed as such herein. The reactants are acid fluoride, OCCC[Si]1(O[Si](O[Si](O[Si](O1)(C)C)(C)C)(C)C)C ((3-hydroxypropyl)heptamethylcyclotetrasiloxane), N1=CC=CC=C1 (pyridine), acid chloride, FC(C(=O)Cl)(C(C(C(C(C(C(F)(F)F)(F)F)(F)F)(F)F)(F)F)(F)F)F (perfluorooctanoyl chloride). The product is FC(C(=O)OCCC[Si]1(O[Si](O[Si](O[Si](O1)(C)C)(C)C)(C)C)C)(C(C(C(C(C(C(F)(F)F)(F)F)(F)F)(F)F)(F)F)(F)F)F ([3-(perfluorooctanoyl)oxypropyl]-heptamethylcyclotetrasiloxane). Reaction SMILES: [OH:1][CH2:2][CH2:3][CH2:4][Si:5]1([CH3:19])[O:12][Si:11]([CH3:14])([CH3:13])[O:10][Si:9]([CH3:16])([CH3:15])[O:8][Si:7]([CH3:18])([CH3:17])[O:6]1.N1C=CC=CC=1.[F:26][C:27]([F:50])([C:31]([F:49])([F:48])[C:32]([F:47])([F:46])[C:33]([F:45])([F:44])[C:34]([F:43])([F:42])[C:35]([F:41])([F:40])[C:36]([F:39])([F:38])[F:37])[C:28](Cl)=[O:29]>>[F:26][C:27]([F:50])([C:31]([F:48])([F:49])[C:32]([F:46])([F:47])[C:33]([F:44])([F:45])[C:34]([F:42])([F:43])[C:35]([F:41])([F:40])[C:36]([F:39])([F:38])[F:37])[C:28]([O:1][CH2:2][CH2:3][CH2:4][Si:5]1([CH3:19])[O:12][Si:11]([CH3:14])([CH3:13])[O:10][Si:9]([CH3:16])([CH3:15])[O:8][Si:7]([CH3:18])([CH3:17])[O:6]1)=[O:29]. Procedure: A 25 mL round bottom flask equipped with a magnetic stirring bar and an addition funnel was charged with 4.0 g of (3-hydroxypropyl)heptamethylcyclotetrasiloxane (12 mmoles) and 1.0 g of pyridine (13 mmoles). The mixture was stirred and 5.0 g of perfluorooctanoyl chloride (12 mmoles) was added dropwise. After complete addition of the acid fluoride a gas chromatographic analysis indicated that essentially all of the acid chloride and most of the cyclosiloxane were consumed with one product as 96.5... The reactants are amine, [C@H]12COC[C@H](CCC1)N2CCN[C@]21[C@@H]([C@H]3CC[C@@H]4[C@]5(CC=C(C([C@@H]5CC[C@]4([C@@]3(CC2)C)C)(C)C)C2=CC=C(C(=O)O)C=C2)C)[C@@H](CC1)C(=C)C (4-((1R,3aS,5aR,5bR,7aR,11aS,11bR,13aR,13bR)-3a-((2-((1R,5S)-3-oxa-9-azabicyclo[3.3.1]nonan-9-yl)ethyl)amino)-5a,5b,8,8,11a-pentamethyl-1-(prop-1-en-2-yl)-2,3,3a,4,5,5a,5b,6,7,7a,8,11,11a,11b,12,13,13a,13b-octadecahydro-1H-cyclopenta[a]chrysen-9-yl)benzoic acid), [C@H]12CNC[C@H](CC1)O2 ((1R,5S)-8-oxa-3-azabicyclo[3.2.1]octane). Product: C12CN(CC(CC1)O2)CCN[C@]21[C@@H]([C@H]3CC[C@@H]4[C@]5(CC=C(C([C@@H]5CC[C@]4([C@@]3(CC2)C)C)(C)C)C2=CC=C(C(=O)O)C=C2)C)[C@@H](CC1)C(=C)C (4-((1R,3aS,5aR,5bR,7aR,11aS,11bR,13aR,13bR)-3a-((2-(8-oxa-3-azabicyclo[3.2.1]octan-3-yl)ethyl)amino)-5a,5b,8,8,11a-pentamethyl-1-(prop-1-en-2-yl)-2,3,3a,4,5,5a,5b,6,7,7a,8,11,11a,11b,12,13,13a,13b-octadecahydro-1H-cyclopenta[a]chrysen-9-yl)benzoic acid), solid. The yield is 28.0%. Reaction SMILES: [C@@H]12N([CH2:10][CH2:11][NH:12][C@:13]34[CH2:47][CH2:46][C@@H:45]([C:48]([CH3:50])=[CH2:49])[C@@H:14]3[C@@H:15]3[C@@:28]([CH3:31])([CH2:29][CH2:30]4)[C@@:27]4([CH3:32])[C@@H:18]([C@:19]5([CH3:44])[C@@H:24]([CH2:25][CH2:26]4)[C:23]([CH3:34])([CH3:33])[C:22]([C:35]4[CH:43]=[CH:42][C:38]([C:39]([OH:41])=[O:40])=[CH:37][CH:36]=4)=[CH:21][CH2:20]5)[CH2:17][CH2:16]3)[C@@H](CCC1)COC2.[C@@H:51]12[O:58][C@@H:55]([CH2:56][CH2:57]1)[CH2:54][NH:53][CH2:52]2>>[CH:55]12[O:58][CH:51]([CH2:57][CH2:56]1)[CH2:52][N:53]([CH2:10][CH2:11][NH:12][C@:13]13[CH2:47][CH2:46][C@@H:45]([C:48]([CH3:50])=[CH2:49])[C@@H:14]1[C@@H:15]1[C@@:28]([CH3:31])([CH2:29][CH2:30]3)[C@@:27]3([CH3:32])[C@@H:18]([C@:19]4([CH3:44])[C@@H:24]([CH2:25][CH2:26]3)[C:23]([CH3:33])([CH3:34])[C:22]([C:35]3[CH:43]=[CH:42][C:38]([C:39]([OH:41])=[O:40])=[CH:37][CH:36]=3)=[CH:21][CH2:20]4)[CH2:17][CH2:16]1)[CH2:54]2. Procedure details: The title compound was prepared following the method described above for the synthesis of 4-((1R,3aS,5aR,5bR,7aR,11aS,11bR,13aR,13bR)-3a-((2-((1R,5S)-3-oxa-9-azabicyclo[3.3.1]nonan-9-yl)ethyl)amino)-5a,5b,8,8,11a-pentamethyl-1-(prop-1-en-2-yl)-2,3,3a,4,5,5a,5b,6,7,7a,8,11,11a,11b,12,13,13a,13b-octadecahydro-1H-cyclopenta[a]chrysen-9-yl)benzoic acid using (1R,5S)-8-oxa-3-azabicyclo[3.2.1]octane as the alkylating amine in step 3. The product was isolated as a white solid (8 mg, 28%). LCMS: m/e 669... Reactants: C(C)N1C(=NC2=C1C=CC(=C2)N)CC=2N(N=CC2)C2=CC(=CC=C2)F (1-Ethyl-2-{[2-(3-fluorophenyl)-pyrazol-3-yl]methyl}-5-amino-1H-benzimidazole), N,N-dimethylformamide azine hydrochloride. Run in C1(=CC=CC=C1)C (toluene), COC(C)O (methoxyethanol). Product: C(C)N1C(=NC2=C1C=CC(=C2)N2N=CN=C2)CC=2N(N=CC2)C2=CC(=CC=C2)F (1-Ethyl-2-{[2-(3-fluorophenyl)-pyrazol-3-yl]methyl}-5-(1,2,4-triazol-1-yl)-1H-benzimidazole). RXN SMILES: [CH2:1]([N:3]1[C:7]2[CH:8]=[CH:9][C:10]([NH2:12])=[CH:11][C:6]=2[N:5]=[C:4]1[CH2:13][C:14]1[N:15]([C:19]2[CH:24]=[CH:23][CH:22]=[C:21]([F:25])[CH:20]=2)[N:16]=[CH:17][CH:18]=1)[CH3:2]>C1(C)C=CC=CC=1.COC(O)C>[CH2:1]([N:3]1[C:7]2[CH:8]=[CH:9][C:10]([N:12]3[CH:1]=[N:3][CH:4]=[N:5]3)=[CH:11][C:6]=2[N:5]=[C:4]1[CH2:13][C:14]1[N:15]([C:19]2[CH:24]=[CH:23][CH:22]=[C:21]([F:25])[CH:20]=2)[N:16]=[CH:17][CH:18]=1)[CH3:2]. Procedure details: 1-Ethyl-2-{[2-(3-fluorophenyl)-pyrazol-3-yl]methyl}-5-amino-1H-benzimidazole (274 mg) is treated with N,N-dimethylformamide azine hydrochloride (1 eq) in toluene (10 mL) and methoxyethanol (10 mL) and refluxed for 6 h. After cooling and concentrating, the residue is treated with water and extracted with dichloromethane (2×). The aqueous layer is adjusted to pH 8 with aqueous sodium bicarbonate and extracted with dichloromethane (2×). The combined organic extracts are washed with saturated aqueou... Starting materials: C1CNCCN1, CC#N, CS(=O)(=O)c1nc(N)n2nc(-c3ccco3)nc2n1. Product: Nc1nc(N2CCNCC2)nc2nc(-c3ccco3)nn12. Reaction SMILES: [CH2:20]1[CH2:21][NH:22][CH2:23][CH2:24][NH:25]1.[CH3:26][C:27]#[N:28].[o:1]1[c:2](-[c:6]2[n:7][n:8]3[c:9]([n:10][c:11]([S:15]([CH3:16])(=[O:17])=[O:18])[n:12][c:13]3[NH2:14])[n:19]2)[cH:3][cH:4][cH:5]1>>[o:1]1[c:2](-[c:6]2[n:7][n:8]3[c:9]([n:10][c:11]([N:22]4[CH2:21][CH2:20][NH:25][CH2:24][CH2:23]4)[n:12][c:13]3[NH2:14])[n:19]2)[cH:3][cH:4][cH:5]1.